Dataset: the Open Reaction Database (ORD), a public repository of structured organic reaction records. Task: describe an organic reaction: reactants, conditions, products, and yield The reactants are BrC1=C/C(/OC1(C)C)=C/1\C(NC2=CC(=CC=C12)F)=O ((3E)-3-(4-bromo-5,5-dimethylfuran-2(5H)-ylidene)-6-fluoro-1,3-dihydro-2H-indol-2-one), N1CCOCC1 (morpholine), Mo(CO)6, C1CCC2=NCCCN2CC1 (DBU), C1CCOC1 (THF). Reagents/catalysts: C(C)(=O)[O-].[Pd+2].C(C)(=O)[O-] (palladium(II) acetate). Conditions: temperature 108 celsius. Product: CC1(C(=C/C(/O1)=C/1\C(NC2=CC(=CC=C12)F)=O)C(=O)N1CCOCC1)C ((3E)-3-[5,5-dimethyl-4-(morpholin-4-ylcarbonyl)furan-2(5H)-ylidene]-6-fluoro-1,3-dihydro-2H-indol-2-one). Reaction SMILES: Br[C:2]1[C:6]([CH3:8])([CH3:7])[O:5]/[C:4](=[C:9]2/[C:10](=[O:19])[NH:11][C:12]3[C:17]/2=[CH:16][CH:15]=[C:14]([F:18])[CH:13]=3)/[CH:3]=1.[NH:20]1[CH2:25][CH2:24][O:23][CH2:22][CH2:21]1.C1CCN2C(=NCCC2)CC1.C1C[O:40][CH2:39]C1>C([O-])(=O)C.[Pd+2].C([O-])(=O)C>[CH3:7][C:6]1([CH3:8])[O:5]/[C:4](=[C:9]2/[C:10](=[O:19])[NH:11][C:12]3[C:17]/2=[CH:16][CH:15]=[C:14]([F:18])[CH:13]=3)/[CH:3]=[C:2]1[C:39]([N:20]1[CH2:25][CH2:24][O:23][CH2:22][CH2:21]1)=[O:40] |f:4.5.6|. Procedure: A pressure tube was charged with (3E)-3-(4-bromo-5,5-dimethylfuran-2(5H)-ylidene)-6-fluoro-1,3-dihydro-2H-indol-2-one (60 mg, 0.19 mmol), morpholine (48 mg, 0.56 mmol), Mo(CO)6 (49 mg, 0.19 mmol), palladium(II) acetate (4.0 mg, 0.018 mmol), DBU (85 mg, 0.56 mmol) and anhydrous THF (3 mL). The tube was immediately capped under nitrogen and heated in 108° C. bath for 1 hour. After cooling, the reaction mixture was filtered through a short celite pad. The filtrate was concentrated and purified by s... The reactants are ClC=1C(=NC=C(C1)I)O (3-chloro-5-iodo-pyridin-2-ol), C(Cl)Cl.CO (CH2Cl2 MeOH). Product: ClC=1C(N(C=C(C1)I)C)=O (3-chloro-5-iodo-1-methylpyridin-2(1H)-one). RXN SMILES: [Cl:1][C:2]1[C:3]([OH:9])=[N:4][CH:5]=[C:6]([I:8])[CH:7]=1.[CH2:10](Cl)Cl.CO>>[Cl:1][C:2]1[C:3](=[O:9])[N:4]([CH3:10])[CH:5]=[C:6]([I:8])[CH:7]=1 |f:1.2|. Procedure: The title compound was prepared in analogy to the procedure described in Step 23.2 using 3-chloro-5-iodo-pyridin-2-ol. tR: 3.30 min (HPLC 1); tR: 0.71 min (LC-MS 2); ESI-MS: 270 [M+H]+ (LC-MS 2); Rf=0.79 (CH2Cl2/MeOH 9:1).